This data is from the Open Reaction Database (ORD), a public repository of structured organic reaction records. The task is: describe an organic reaction: reactants, conditions, products, and yield Reactants: CCOC(=O)C (EtOAc), C(C)OC(=O)C1=CNC2=CC=CC=C12 (1H-indole-3-carboxylic acid ethyl ester), C([O-])([O-])=O.[K+].[K+] (potassium carbonate), BrCC(=O)OC(C)(C)C (tert-butyl bromoacetate). Run in O (water), CC#N (CH3CN). Yields the product C(C)OC(=O)C1=CN(C2=CC=CC=C12)CC(=O)OC(C)(C)C (1-tert-Butoxycarbonylmethyl-1H-indole-3-carboxylic acid ethyl ester). As a reaction SMILES: [CH2:1]([O:3][C:4]([C:6]1[C:14]2[C:9](=[CH:10][CH:11]=[CH:12][CH:13]=2)[NH:8][CH:7]=1)=[O:5])[CH3:2].C(=O)([O-])[O-].[K+].[K+].Br[CH2:22][C:23]([O:25][C:26]([CH3:29])([CH3:28])[CH3:27])=[O:24].CCOC(C)=O>CC#N.O>[CH2:1]([O:3][C:4]([C:6]1[C:14]2[C:9](=[CH:10][CH:11]=[CH:12][CH:13]=2)[N:8]([CH2:22][C:23]([O:25][C:26]([CH3:29])([CH3:28])[CH3:27])=[O:24])[CH:7]=1)=[O:5])[CH3:2] |f:1.2.3|. Procedure details: To a suspension of 1H-indole-3-carboxylic acid ethyl ester (800 mg, 4.23 mmol) and potassium carbonate (1.34 g, 9.72 mmol) in CH3CN (21 mL) under nitrogen was added tert-butyl bromoacetate (875 μL, 5.92 mmol) and the reaction mixture was heated at reflux overnight. The reaction mixture was allowed to cool to RT, EtOAc and water were added and the layers were separated, the aqueous one being re-extracted with EtOAc. The organic layers were washed with brine, dried (Na2SO4), filtered and concentra...